From a dataset of the Open Reaction Database (ORD), a public repository of structured organic reaction records. describe an organic reaction: reactants, conditions, products, and yield Reactants: CC(=O)c1ccccc1Br, Cc1ccc([Sn](C)(C)C)cc1, c1c[nH]cn1. The product is CC(=O)c1ccccc1-c1ccc(C)cc1. Reaction SMILES: [Br:6][c:7]1[c:8]([C:13]([CH3:14])=[O:15])[cH:9][cH:10][cH:11][cH:12]1.[CH3:16][c:17]1[cH:18][cH:19][c:20]([Sn:23]([CH3:24])([CH3:25])[CH3:26])[cH:21][cH:22]1.[nH:1]1[cH:2][cH:3][n:4][cH:5]1>>[c:7]1(-[c:20]2[cH:19][cH:18][c:17]([CH3:16])[cH:22][cH:21]2)[c:8]([C:13]([CH3:14])=[O:15])[cH:9][cH:10][cH:11][cH:12]1. Starting materials: O.C1(=CC=C(C=C1)S(=O)(=O)O)C (p-toluenesulfonic acid monohydrate), syrup, C1=CC=CC=C1 (benzene), C(O)([O-])=O.[Na+] (sodium hydrogen carbonate). Run at temperature 60 celsius, time 30 minute. Product: C(C=C)C1=COC2=C1C=CC=C2OC (3-(2-propenyl)-7-methoxybenzofuran). Isolated yield 72.0%. As a reaction SMILES: [OH2:1].[C:2]1(C)[CH:7]=[CH:6]C(S(O)(=O)=O)=[CH:4][CH:3]=1.[C:13](=[O:16])([O-])O.[Na+].[CH:18]1[CH:23]=[CH:22][CH:21]=[CH:20][CH:19]=1>>[CH2:2]([C:7]1[C:19]2[CH:20]=[CH:21][CH:22]=[C:23]([O:16][CH3:13])[C:18]=2[O:1][CH:6]=1)[CH:3]=[CH2:4] |f:0.1,2.3|. Reported procedure: Cerium chloride (5.63 g) was placed in a dry eggplant type flask, and stirred at 150° C. under reduced pressure for 4 hours to dry. After replacing the atmosphere with nitrogen, the reaction mixture was cooled to room temperature. THF (30 ml) was added and the flask was left to stand overnight. The reaction mixture was cooled to 0° C. and allylmagnesium bromide (0.79 M solution in ether, 28.9 ml) was added dropwise. To this, 2,3-dihydro-3-oxo-7-methoxybenzofuran (2.5 g) was added and the resulti... Reactants: C(C1=CN=CC=C1)(=O)N (nicotinamide), methyl ester, [NH4+].C(C)(=O)NC=1C=NC=C(C(=O)[O-])C1 (5-acetamidonicotinic acid, ammonium salt). The product is C(C)(=O)NC=1C=NC=C(C(=O)N)C1 (5-Acetamidonicotinamide). As a reaction SMILES: [C:1]([NH2:9])(=[O:8])[C:2]1[CH:7]=[CH:6][CH:5]=[N:4][CH:3]=1.[NH4+].[C:11]([NH:14]C1C=NC=C(C=1)C([O-])=O)(=[O:13])[CH3:12]>>[C:11]([NH:14][C:6]1[CH:5]=[N:4][CH:3]=[C:2]([CH:7]=1)[C:1]([NH2:9])=[O:8])(=[O:13])[CH3:12] |f:1.2|. Procedure details: The above salt is converted to the desired nicotinamide derivative by conversion to the methyl ester and then to the corresponding amide. Starting materials: O=C([O-])[O-], CSC(=Nc1nc2ncc(C)nc2s1)SC, [Cs+], [Cs+], NCC1(O)CN2CCC1CC2, CN(C)C=O, O. The product is Cc1cnc2nc(NC3=NCC4(CN5CCC4CC5)O3)sc2n1. Reaction SMILES: [C:28](=[O:29])([O-:30])[O-:31].[CH3:1][c:2]1[cH:3][n:4][c:5]2[c:6]([n:7]1)[s:8][c:9]([N:11]=[C:12]([S:13][CH3:14])[S:15][CH3:16])[n:10]2.[Cs+:32].[Cs+:33].[NH2:17][CH2:18][C:19]1([OH:27])[CH2:20][N:21]2[CH2:22][CH2:23][CH:24]1[CH2:25][CH2:26]2.[O:35]=[CH:36][N:37]([CH3:38])[CH3:39].[OH2:34]>>[CH3:1][c:2]1[cH:3][n:4][c:5]2[c:6]([n:7]1)[s:8][c:9]([NH:11][C:12]1=[N:17][CH2:18][C:19]3([CH2:20][N:21]4[CH2:22][CH2:23][CH:24]3[CH2:25][CH2:26]4)[O:27]1)[n:10]2. Starting materials: CCOC(=O)C(C)c1ccc2nc(N)sc2c1, CS(=O)(=O)Cl, Cl, c1ccncc1. Product: CCOC(=O)C(C)c1ccc2nc(NS(C)(=O)=O)sc2c1. As a reaction SMILES: [CH2:1]([CH3:2])[O:3][C:4]([CH:5]([CH3:6])[c:7]1[cH:8][c:9]2[c:10]([n:11][c:12]([NH2:14])[s:13]2)[cH:15][cH:16]1)=[O:17].[CH3:18][S:19]([Cl:20])(=[O:21])=[O:22].[ClH:23].[cH:24]1[cH:25][cH:26][n:27][cH:28][cH:29]1>>[CH2:1]([CH3:2])[O:3][C:4]([CH:5]([CH3:6])[c:7]1[cH:8][c:9]2[c:10]([n:11][c:12]([NH:14][S:19]([CH3:18])(=[O:21])=[O:22])[s:13]2)[cH:15][cH:16]1)=[O:17].